This data is from the Open Reaction Database (ORD), a public repository of structured organic reaction records. The task is: describe an organic reaction: reactants, conditions, products, and yield The reactants are BrCCCCCCCCCCCCBr (1,12-dibromododecane), C(C1=CC=CC=C1)O (benzyl alcohol), CN(C=O)C (dimethylformamide), [H-].[Na+] (sodium hydride). Solvent: O (water). Conditions: time 30 minute. The product is C(C1=CC=CC=C1)OCCCCCCCCCCCCBr (12-benzyloxy-1-bromododecane). Isolated yield 53.5%. As a reaction SMILES: [CH2:1]([OH:8])[C:2]1[CH:7]=[CH:6][CH:5]=[CH:4][CH:3]=1.CN(C)C=O.[H-].[Na+].[Br:16][CH2:17][CH2:18][CH2:19][CH2:20][CH2:21][CH2:22][CH2:23][CH2:24][CH2:25][CH2:26][CH2:27][CH2:28]Br>O>[CH2:1]([O:8][CH2:28][CH2:27][CH2:26][CH2:25][CH2:24][CH2:23][CH2:22][CH2:21][CH2:20][CH2:19][CH2:18][CH2:17][Br:16])[C:2]1[CH:7]=[CH:6][CH:5]=[CH:4][CH:3]=1 |f:2.3|. Procedure details: To a mixture of 2.16 g of benzyl alcohol and 30 ml of dimethylformamide was added 1.2 g of oily sodium hydride (60%). After stirring the mixture for 30 minutes at 20° to 25° C., 10 g of 1,12-dibromododecane was added to the mixture in one portion followed by stirring for 2 hours at 25° to 30° C. After the reaction was over, 300 ml of water was added to the reaction mixture and the product was extracted with n-hexane. The extract was washed with water, dried over anhydrous magnesium sulfate, and ... Reactants: CCOCC, CS(=O)(=O)O, CS(=O)(=O)O, CCO, CO, CS(=O)(=O)O, Cc1cc(C(=O)Oc2ccc3cc(C(=N)N)ccc3c2)ccc1NC(=N)N, O=C([O-])[O-]. The product is Cc1cc(C(=O)Oc2ccc3cc(C(=N)N)ccc3c2)ccc1NC(=N)N. RXN SMILES: [CH2:52]([O:53][CH2:54][CH3:55])[CH3:56].[CH3:12][S:13]([OH:14])(=[O:15])=[O:16].[CH3:17][S:18]([OH:19])(=[O:20])=[O:21].[CH3:49][CH2:50][OH:51].[CH3:5][OH:6].[CH3:7][S:8](=[O:9])(=[O:10])[OH:11].[NH:22]([C:23](=[NH:24])[NH2:25])[c:26]1[c:27]([CH3:48])[cH:28][c:29]([C:30](=[O:31])[O:32][c:33]2[cH:34][c:35]3[cH:36][cH:37][c:38]([C:43]([NH2:44])=[NH:45])[cH:39][c:40]3[cH:41][cH:42]2)[cH:46][cH:47]1.[O-:1][C:2](=[O:3])[O-:4]>>[NH:22]([C:23](=[NH:24])[NH2:25])[c:26]1[c:27]([CH3:48])[cH:28][c:29]([C:30](=[O:31])[O:32][c:33]2[cH:34][c:35]3[cH:36][cH:37][c:38]([C:43](=[NH:44])[NH2:45])[cH:39][c:40]3[cH:41][cH:42]2)[cH:46][cH:47]1. The reactants are C=CC#N, [K+], [K+], O=c1[nH][nH]c2ccc([N+](=O)[O-])cc12, O=C([O-])[O-], O. The product is N#CCCn1[nH]c(=O)c2cc([N+](=O)[O-])ccc21. Reaction SMILES: [CH2:20]=[CH:21][C:22]#[N:23].[K+:14].[K+:15].[N+:1](=[O:2])([O-:3])[c:4]1[cH:5][c:6]2[c:7](=[O:13])[nH:8][nH:9][c:10]2[cH:11][cH:12]1.[O-:16][C:17]([O-:18])=[O:19].[OH2:24]>>[N+:1](=[O:2])([O-:3])[c:4]1[cH:5][c:6]2[c:7](=[O:13])[nH:8][n:9]([CH2:20][CH2:21][C:22]#[N:23])[c:10]2[cH:11][cH:12]1. Starting materials: C(C)N(C(C1=CC(=C(C=C1)F)F)=O)CC (N,N-diethyl-3,4-difluorobenzamide), BrC1=C(C=CC=C1)F (1-bromo-2-fluorobenzene), [Li+].CC(C)[N-]C(C)C (LDA), BrC=1C(=C(C=O)C=CC1)F (3-bromo-2-fluorobenzaldehyde), CC(C)([O-])C.[K+] (potassium tert-butoxide), BrC1=C(C(=CC=C1)F)F (1-bromo-2,3-difluorobenzene), BrC1=C(C(=CC=C1)CCC)F (1-bromo-2-fluoro-3-propylbenzene). The reagents and catalysts are [Br-].C(C)[P+](C1=CC=CC=C1)(C1=CC=CC=C1)C1=CC=CC=C1 (ethyltriphenylphosphonium bromide), [Pt]=O (platinum oxide). Run in C1CCOC1 (THF), C1CCOC1 (THF), C(C)O (ethanol), CN(C)C=O (DMF). Product: FC=1C=CC=2CC3=CC=C(C(=C3C2C1F)F)CCC (3,4,5-trifluoro-6-propylfluorene). As a reaction SMILES: C(N(CC)[C:4](=O)[C:5]1[CH:10]=[CH:9][C:8]([F:11])=[C:7]([F:12])[CH:6]=1)C.Br[C:17]1[CH:22]=[CH:21][CH:20]=[C:19]([CH2:23][CH2:24][CH3:25])[C:18]=1[F:26].BrC1C=CC=CC=1F.[Li+].CC([N-]C(C)C)C.BrC1C(F)=C(C=CC=1)C=O.CC(C)([O-])C.[K+].BrC1C=CC=C(F)C=1F>C1COCC1.[Br-].C([P+](C1C=CC=CC=1)(C1C=CC=CC=1)C1C=CC=CC=1)C.C(O)C.[Pt]=O.CN(C=O)C>[F:11][C:8]1[CH:9]=[CH:10][C:5]2[CH2:4][C:22]3[C:17]([C:6]=2[C:7]=1[F:12])=[C:18]([F:26])[C:19]([CH2:23][CH2:24][CH3:25])=[CH:20][CH:21]=3 |f:3.4,6.7,10.11|. Procedure details: Analogously to example 1, but using N,N-diethyl-3,4-difluorobenzamide (prepared from purchasable 3,4-difluorobenzoic acid [455-86-7] by successive reaction with thionyl chloride and diethylamine) instead of N,N-diethyl-4-n-propylbenzamide and 1-bromo-2-fluoro-3-propylbenzene (prepared from 1-bromo-2-fluorobenzene by lithiation with LDA in THF at −70° C. and subsequent reaction with DMF, Wittig reaction of the resulting 3-bromo-2-fluorobenzaldehyde with ethyltriphenylphosphonium bromide and potas... Starting materials: O=C([O-])[O-], CS(C)=O, [Cs+], [Cs+], OC1(c2cccnc2F)CCOCC1, Oc1ccc(Nc2nc3ccccc3s2)cc1. Yields the product OC1(c2cccnc2Oc2ccc(Nc3nc4ccccc4s3)cc2)CCOCC1. As a reaction SMILES: [C:32](=[O:33])([O-:34])[O-:35].[CH3:38][S:39]([CH3:40])=[O:41].[Cs+:36].[Cs+:37].[F:18][c:19]1[n:20][cH:21][cH:22][cH:23][c:24]1[C:25]1([OH:31])[CH2:26][CH2:27][O:28][CH2:29][CH2:30]1.[s:1]1[c:2]([NH:10][c:11]2[cH:12][cH:13][c:14]([OH:17])[cH:15][cH:16]2)[n:3][c:4]2[c:5]1[cH:6][cH:7][cH:8][cH:9]2>>[s:1]1[c:2]([NH:10][c:11]2[cH:12][cH:13][c:14]([O:17][c:19]3[n:20][cH:21][cH:22][cH:23][c:24]3[C:25]3([OH:31])[CH2:26][CH2:27][O:28][CH2:29][CH2:30]3)[cH:15][cH:16]2)[n:3][c:4]2[c:5]1[cH:6][cH:7][cH:8][cH:9]2. The reactants are [Na] (Sodium), BrCCCC#N (4-bromobutyronitrile), CC1=C(N=CN1)CS (5-methyl-4-(mercaptomethyl)imidazole). Run in C(C)O (ethanol), C(C)O (ethanol). The product is CC1=C(N=CN1)CSCCCC#N (4-(5-methyl-4-imidazolylmethylthio)butyronitrile), hydrochloride salt. As a reaction SMILES: [Na].[CH3:2][C:3]1[NH:7][CH:6]=[N:5][C:4]=1[CH2:8][SH:9].Br[CH2:11][CH2:12][CH2:13][C:14]#[N:15]>C(O)C>[CH3:2][C:3]1[NH:7][CH:6]=[N:5][C:4]=1[CH2:8][S:9][CH2:11][CH2:12][CH2:13][C:14]#[N:15] |^1:0|. Procedure details: Sodium (5.0 g) was dissolved in ethanol (300 ml) and 5-methyl-4-(mercaptomethyl)imidazole (17 g) added, followed by a solution of 4-bromobutyronitrile (16 g) in ethanol (50 ml). The mixture was stirred under reflux for 45 minutes, cooled, filtered and the filtrate evaporated to dryness. The residue was taken up in water and extracted with ethyl acetate. The extract was dried (MgSO4) and solvent removed. Recrystallisation of the product from ethanol-ether gave 4-(5-methyl-4-imidazolylmethylthio)b... Run in CC(=O)N(C)C (dimethylacetamide), CC(=O)N(C)C (dimethylacetamide). As a reaction SMILES: [H-].[Na+].[CH2:3]([O:5][C:6](=[O:19])[CH2:7][C:8]([C:10]1[CH:15]=[CH:14][C:13]([N+:16]([O-:18])=[O:17])=[CH:12][CH:11]=1)=O)[CH3:4].[C:20]12[C:26](=[CH:27][CH:28]=[CH:29][CH:30]=1)[NH:25]C(=O)O[C:21]2=[O:22]>CC(N(C)C)=O>[CH2:3]([O:5][C:6]([C:7]1[C:21](=[O:22])[C:20]2[C:26](=[CH:27][CH:28]=[CH:29][CH:30]=2)[NH:25][C:8]=1[C:10]1[CH:15]=[CH:14][C:13]([N+:16]([O-:18])=[O:17])=[CH:12][CH:11]=1)=[O:19])[CH3:4] |f:0.1|. Yields the product C(C)OC(=O)C1=C(NC2=CC=CC=C2C1=O)C1=CC=C(C=C1)[N+](=O)[O-] (2-(4-nitrophenyl)-4-oxo-1,4-dihydroquinoline-3-carboxylic acid ethyl ester). The yield is 23.8%. Procedure: Sodium hydride (0.92 g, 0.023 mol; 60% suspension in mineral oil) was added portionwise to a stirred solution of 3-(4-nitrophenyl)-3-oxopropionic acid ethyl ester (5.46 g, 0.023 mol) in dimethylacetamide (20 mL) at room temperature. A solution of isatoic anhydride (3.4 g, 0.02 mol) in dimethylacetamide (20 mL) was added to this solution. The reddish mixture was stirred at 120° C. for 30 min and then the solvent was concentrated in vacuo. The crude solid was partitioned between water and ethyl ac... Conditions: temperature 120 celsius, time 30 minute. Reactants: [H-].[Na+] (Sodium hydride), C(C)OC(CC(=O)C1=CC=C(C=C1)[N+](=O)[O-])=O (3-(4-nitrophenyl)-3-oxopropionic acid ethyl ester), C1=2C(=O)OC(NC1=CC=CC2)=O (isatoic anhydride).